Dataset: the Open Reaction Database (ORD), a public repository of structured organic reaction records. Task: describe an organic reaction: reactants, conditions, products, and yield Reactants: C(N)(=O)C(CC)(C1=CC=CC=C1)NC(=O)C1=CC(=NC2=CC=CC=C12)C1=CC=CC=C1 (N-(1-Carbamoyl-1-phenylpropyl)-2-phenyl-4-quinolinecarboxamide), CO[Na] (MeONa), Cl (HCl). Run in CO (MeOH), CO (MeOH). Product: C(C)C1(N=C(NC1=O)C1=CC(=NC2=CC=CC=C12)C1=CC=CC=C1)C1=CC=CC=C1 (4-Ethyl-4-phenyl-2-(2-phenylquinolin-4-yl)-imidazolin-5-one). As a reaction SMILES: [C:1]([C:4]([NH:13][C:14]([C:16]1[C:25]2[C:20](=[CH:21][CH:22]=[CH:23][CH:24]=2)[N:19]=[C:18]([C:26]2[CH:31]=[CH:30][CH:29]=[CH:28][CH:27]=2)[CH:17]=1)=O)([C:7]1[CH:12]=[CH:11][CH:10]=[CH:9][CH:8]=1)[CH2:5][CH3:6])(=[O:3])[NH2:2].CO[Na].Cl>CO>[CH2:5]([C:4]1([C:7]2[CH:8]=[CH:9][CH:10]=[CH:11][CH:12]=2)[C:1](=[O:3])[NH:2][C:14]([C:16]2[C:25]3[C:20](=[CH:21][CH:22]=[CH:23][CH:24]=3)[N:19]=[C:18]([C:26]3[CH:31]=[CH:30][CH:29]=[CH:28][CH:27]=3)[CH:17]=2)=[N:13]1)[CH3:6]. Procedure details: A mixture of N-(1-Carbamoyl-1-phenylpropyl)-2-phenyl-4-quinolinecarboxamide (100 mg, 0.24 mmol) and MeONa (13.2 mg, 0.24 mmol) in 5 mL of MeOH is refluxed for 4 hours. After cyclization is complete, the mixture is cooled and neutralized with HCl in MeOH and solvent is evaporated. The residue is washed with water and dried. Trituration with ethyl acetate affords the corresponding compound as a white solid.